From a dataset of the Open Reaction Database (ORD), a public repository of structured organic reaction records. describe an organic reaction: reactants, conditions, products, and yield Reactants: CCn1c(-c2nonc2N)nc2cnc(Br)cc21, O=C([O-])[O-], Cc1ccccc1, CCOC(C)=O, [Cs+], [Cs+], I[Cu]I, CC(=O)c1cccc(O)c1, c1cnc2c(c1)ccc1cccnc12. Yields the product CCn1c(-c2nonc2N)nc2cnc(Oc3cccc(C(C)=O)c3)cc21. RXN SMILES: [Br:1][c:2]1[cH:3][c:4]2[c:5]([cH:6][n:7]1)[n:8][c:9](-[c:13]1[c:14]([NH2:18])[n:15][o:16][n:17]1)[n:10]2[CH2:11][CH3:12].[C:43](=[O:44])([O-:45])[O-:46].[CH3:49][c:50]1[cH:51][cH:52][cH:53][cH:54][cH:55]1.[CH3:56][CH2:57][O:58][C:59](=[O:60])[CH3:61].[Cs+:47].[Cs+:48].[Cu:62]([I:63])[I:64].[OH:33][c:34]1[cH:35][c:36]([C:40]([CH3:41])=[O:42])[cH:37][cH:38][cH:39]1.[cH:19]1[cH:20][c:21]2[cH:22][cH:23][c:24]3[c:25]([c:26]2[n:27][cH:28]1)[n:29][cH:30][cH:31][cH:32]3>>[c:2]1([O:33][c:34]2[cH:35][c:36]([C:40]([CH3:41])=[O:42])[cH:37][cH:38][cH:39]2)[cH:3][c:4]2[c:5]([cH:6][n:7]1)[n:8][c:9](-[c:13]1[c:14]([NH2:18])[n:15][o:16][n:17]1)[n:10]2[CH2:11][CH3:12]. The yield is 65.4%. RXN SMILES: [OH:1][C:2]1[CH:11]=[CH:10][C:5]2[C:6](=[O:9])[CH2:7][O:8][C:4]=2[CH:3]=1.[CH3:12][O:13][C:14]1[CH:15]=[C:16]([CH:19]=[CH:20][C:21]=1[O:22][CH2:23][C:24]1[CH:29]=[CH:28][CH:27]=[CH:26][CH:25]=1)[CH:17]=O.Cl>CO>[CH3:12][O:13][C:14]1[CH:15]=[C:16]([CH:17]=[C:7]2[C:6](=[O:9])[C:5]3[CH:10]=[CH:11][C:2]([OH:1])=[CH:3][C:4]=3[O:8]2)[CH:19]=[CH:20][C:21]=1[O:22][CH2:23][C:24]1[CH:29]=[CH:28][CH:27]=[CH:26][CH:25]=1. Procedure: After 6-hydroxy-2H-benzofuran-3-one 1 g and 3-methoxy-4-benzyloxybenzaldehyde 1.79 g were dissolved in methanol 75 ml, concentrated hydrochloric acid 50 ml was added, and the mixture was refluxed for 1.5 hours. The solution was cooled to room temperature, and precipitated crystals were filtered and dried over phosphorous pentoxide at a temperature of 60° C. for four hours under reduced pressure to obtain the desired compound 1.63 g. The reactants are OC1=CC2=C(C(CO2)=O)C=C1 (6-hydroxy-2H-benzofuran-3-one), COC=1C=C(C=O)C=CC1OCC1=CC=CC=C1 (3-methoxy-4-benzyloxybenzaldehyde), Cl (hydrochloric acid). Solvent: CO (methanol). Yields the product COC=1C=C(C=CC1OCC1=CC=CC=C1)C=C1OC2=C(C1=O)C=CC(=C2)O (2-[(3-methoxy-4-benzyloxyphenyl)methylene]-6-hydroxy-3(2H)-benzofuranone). The reactants are C(C)(C)C1=CN=C(S1)NC(=O)NC1=CC(=CC=C1)[N+](=O)[O-] ((5-isopropyl-1,3-thiazol-2-yl)-N′-(3-nitrophenyl)urea), C(C)(=O)O (acetic acid), O (water). The reagents and catalysts are [Fe] (iron). Run in C(C)O (ethanol). Yields the product C(C)(C)C1=CN=C(S1)NC(=O)NC1=CC(=CC=C1)N (N-(5-isopropyl-1,3-thiazol-2-yl)-N′-(3-aminophenyl)urea). Isolated yield 60.2%. Reaction SMILES: [CH:1]([C:4]1[S:8][C:7]([NH:9][C:10]([NH:12][C:13]2[CH:18]=[CH:17][CH:16]=[C:15]([N+:19]([O-])=O)[CH:14]=2)=[O:11])=[N:6][CH:5]=1)([CH3:3])[CH3:2].C(O)(=O)C.O>C(O)C.[Fe]>[CH:1]([C:4]1[S:8][C:7]([NH:9][C:10]([NH:12][C:13]2[CH:18]=[CH:17][CH:16]=[C:15]([NH2:19])[CH:14]=2)=[O:11])=[N:6][CH:5]=1)([CH3:3])[CH3:2]. Procedure details: A mixture of 1.55 g (5.05 mmol) of (5-isopropyl-1,3-thiazol-2-yl)-N′-(3-nitrophenyl)urea prepared as described in example 5 and 0.98 g ((17.7 mmol) of iron dust with 2.02 ml (35.35 mmol) of glacial acetic acid in 50 ml of ethanol was stirred at reflux under argon atmosphere. After 5 hours 1.5 l of water was added and the product extracted with ethylacetate. The organic layer was washed with brine, dried over sodium sulfate and evaporated. The residue was finally purified by chromatography on a s... Reactants: COC1=NC=C(C(=N1)OC)I (2,4-Dimethoxy-5-iodo-pyrimidine), ClC1=NC=CC=C1B(O)O (2-chloropyridine-3-boronic acid), C(=O)([O-])[O-].[Na+].[Na+] (Na2CO3), C1=CC=C(C=C1)P(C2=CC=CC=C2)C3=CC=CC=C3 (PPh3). The reagents and catalysts are CC(=O)[O-].CC(=O)[O-].[Pd+2] (Pd(OAc)2). Run in C(CC)O (n-PrOH). Yields the product ClC1=NC=CC=C1C=1C(=NC(=NC1)OC)OC (5-(2-Chloro-pyridin-3-yl)-2,4-dimethoxy-pyrimidine). Reaction SMILES: [CH3:1][O:2][C:3]1[N:8]=[C:7]([O:9][CH3:10])[C:6](I)=[CH:5][N:4]=1.[Cl:12][C:13]1[C:18](B(O)O)=[CH:17][CH:16]=[CH:15][N:14]=1.C([O-])([O-])=O.[Na+].[Na+].C1C=CC(P(C2C=CC=CC=2)C2C=CC=CC=2)=CC=1>C(O)CC.CC([O-])=O.CC([O-])=O.[Pd+2]>[Cl:12][C:13]1[C:18]([C:6]2[C:7]([O:9][CH3:10])=[N:8][C:3]([O:2][CH3:1])=[N:4][CH:5]=2)=[CH:17][CH:16]=[CH:15][N:14]=1 |f:2.3.4,7.8.9|. Procedure details: 2,4-Dimethoxy-5-iodo-pyrimidine (1 g, 3.76 mmol) was dissolved in degassed n-PrOH (20 ml) and then 2-chloropyridine-3-boronic acid (882 mg, 5.61 mmol), Na2CO3 (800 mg, 7.6 mmol), PPh3 (98 mg, 0.37 mmol) and Pd(OAc)2 (40 mg, 0.19 mmol) were added. The suspension was stirred at reflux for 4 hours. The solvent was evaporated under vacuum and the crude was partitioned between water and DCM. The organic phase was dried (Na2SO4) and evaporated to give the title compound that was used without further p... Starting materials: C(C)(C)(C)OC(=O)N(OC(CCC(=O)O)=O)C (4-(tert-butoxycarbonyl(methyl)aminooxy)-4-oxobutanoic acid), Cl (HCl). The solvent is O1CCOCC1 (dioxane), O1CCOCC1 (dioxane). Run at time 20 hour. Product: CNOC(CCC(=O)O)=O (4-(methylaminooxy)-4-oxobutanoic acid), solid. The yield is 100.2%. As a reaction SMILES: C(O[C:6]([N:8](C)[O:9][C:10](=[O:16])[CH2:11][CH2:12][C:13]([OH:15])=[O:14])=O)(C)(C)C.Cl>O1CCOCC1>[CH3:6][NH:8][O:9][C:10](=[O:16])[CH2:11][CH2:12][C:13]([OH:15])=[O:14]. Procedure details: To a solution of 4-(tert-butoxycarbonyl(methyl)aminooxy)-4-oxobutanoic acid (96 mg, 0.389) in dioxane (3 mL) was added 4 M HCl solution in dioxane (2 mL). The reaction mixture was stirred at room temperature for 20 h and concentrated. The desired product was obtained as a white solid (72 mg, 0.389 mmol, 100%). 1H NMR (CD3OD, 400 MHz): δ (ppm) 2.53-2.57 (m, 2H), 2.68-2.77 (m, 2H), 2.94 (s, 3H).